Dataset: the Open Reaction Database (ORD), a public repository of structured organic reaction records. Task: describe an organic reaction: reactants, conditions, products, and yield Starting materials: N#Cc1c(I)c(C(=O)O)c(I)c(C(=O)O)c1I, Cl, [Na+], [OH-], O. The product is NC(=O)c1c(I)c(C(=O)O)c(I)c(C(=O)O)c1I. Reaction SMILES: [C:1](#[N:2])[c:3]1[c:4]([I:17])[c:5]([C:14](=[O:15])[OH:16])[c:6]([I:13])[c:7]([C:8](=[O:9])[OH:10])[c:11]1[I:12].[ClH:20].[Na+:19].[OH-:18].[OH2:21]>>[C:1]([NH2:2])([c:3]1[c:4]([I:17])[c:5]([C:14](=[O:15])[OH:16])[c:6]([I:13])[c:7]([C:8](=[O:9])[OH:10])[c:11]1[I:12])=[O:18]. Isolated yield 71.7%. As a reaction SMILES: [NH2:1][C:2]1[O:6][N:5]=[C:4]([C:7]2[CH:12]=[CH:11][C:10]([O:13][C:14]([F:17])([F:16])[F:15])=[CH:9][CH:8]=2)[C:3]=1[C:18](O)=[O:19].Cl.C(N=C=NCCCN(C)C)C.OC1C2N=NNC=2C=CC=1.[N:43]1([C:49]2[CH:54]=[CH:53][CH:52]=[CH:51][C:50]=2[OH:55])[CH2:48][CH2:47][NH:46][CH2:45][CH2:44]1>>[NH2:1][C:2]1[O:6][N:5]=[C:4]([C:7]2[CH:12]=[CH:11][C:10]([O:13][C:14]([F:15])([F:17])[F:16])=[CH:9][CH:8]=2)[C:3]=1[C:18]([N:46]1[CH2:45][CH2:44][N:43]([C:49]2[CH:54]=[CH:53][CH:52]=[CH:51][C:50]=2[OH:55])[CH2:48][CH2:47]1)=[O:19] |f:1.2|. The reactants are NC1=C(C(=NO1)C1=CC=C(C=C1)OC(F)(F)F)C(=O)O (5-amino-3-(4-(trifluoromethoxy)phenyl)isoxazol-4-carboxylic acid), N1(CCNCC1)C1=C(C=CC=C1)O (2-(piperazine-1-yl)phenol), Cl.C(C)N=C=NCCCN(C)C (1-ethyl-3-(dimethylaminopropyl)carbodiimide hydrochloride), OC1=CC=CC=2NN=NC21 (hydroxybenzotriazole). Procedure: In a similar manner as described in Example 1, by using dimethylformimide (15 mL), 5-amino-3-(4-(trifluoromethoxy)phenyl)isoxazol-4-carboxylic acid (530 mg, 1.84 mmol), 1-ethyl-3-(dimethylaminopropyl)carbodiimide hydrochloride (388 mg, 2.02 mmol), hydroxybenzotriazole (299 mg, 2.21 mmol) and 2-(piperazine-1-yl)phenol (328 mg, 1.84 mmol), a white solid required compound (591 mg, 1.32 mmol, 72%) was obtained. The product is NC1=C(C(=NO1)C1=CC=C(C=C1)OC(F)(F)F)C(=O)N1CCN(CC1)C1=C(C=CC=C1)O ((5-amino-3-(4-(trifluoromethoxy)phenyl)isoxazol-4-yl)(4-(2-hydroxyphenyl)piperazine-1-yl)methanone). Reactants: C(C)(C)(C)OC(=O)NCC(=O)O (N-(tert-butoxycarbonyl)glycine), C1(CCCCC1)N=C=NC1CCCCC1 (1,3-Dicyclohexylcarbodiimide), O.ON1N=NC2=C1C=CC=C2 (1-hydroxybenzotriazole hydrate), Cl.FC1=C(C=CC=C1F)CSC1=NC(=CC(=N1)NS(=O)(=O)N1CCNCC1)OC (N-[2-[[(2,3-Difluorophenyl)methyl]thio]-6-methoxypyrimidin-4-yl]piperazine-1-sulfonamide, hydrochloride salt), Cl.FC1=C(C=CC=C1F)CSC1=NC(=CC(=N1)NS(=O)(=O)N1CCNCC1)OC (N-[2-[[(2,3-Difluorophenyl)methyl]thio]-6-methoxypyrimidin-4-yl]piperazine-1-sulfonamide, hydrochloride salt), CN1CCOCC1 (N-methylmorpholine). The solvent is CN(C)C=O (DMF), CN(C)C=O (DMF). Reaction conditions: time 1 hour. Yields the product FC1=C(CSC2=NC(=CC(=N2)NS(=O)(=O)N2CCN(CC2)C(CNC(OC(C)(C)C)=O)=O)OC)C=CC=C1F (tert-Butyl (2-{4-[({2-[(2,3-difluorobenzyl)thio]-6-methoxypyrimidin-4-yl}amino)sulfonyl]piperazin-1-yl}-2-oxoethyl)carbamate). Reaction SMILES: [C:1]([O:5][C:6]([NH:8][CH2:9][C:10]([OH:12])=O)=[O:7])([CH3:4])([CH3:3])[CH3:2].C1(N=C=NC2CCCCC2)CCCCC1.O.ON1C2C=CC=CC=2N=N1.Cl.[F:40][C:41]1[C:46]([F:47])=[CH:45][CH:44]=[CH:43][C:42]=1[CH2:48][S:49][C:50]1[N:55]=[C:54]([NH:56][S:57]([N:60]2[CH2:65][CH2:64][NH:63][CH2:62][CH2:61]2)(=[O:59])=[O:58])[CH:53]=[C:52]([O:66][CH3:67])[N:51]=1.CN1CCOCC1>CN(C=O)C>[F:40][C:41]1[C:46]([F:47])=[CH:45][CH:44]=[CH:43][C:42]=1[CH2:48][S:49][C:50]1[N:55]=[C:54]([NH:56][S:57]([N:60]2[CH2:61][CH2:62][N:63]([C:10](=[O:12])[CH2:9][NH:8][C:6](=[O:7])[O:5][C:1]([CH3:2])([CH3:3])[CH3:4])[CH2:64][CH2:65]2)(=[O:58])=[O:59])[CH:53]=[C:52]([O:66][CH3:67])[N:51]=1 |f:2.3,4.5|. Procedure details: To a solution of N-(tert-butoxycarbonyl)glycine (0.11 g) in DMF (10 mL) was added 1,3-Dicyclohexylcarbodiimide (0.14 g) and 1-hydroxybenzotriazole hydrate (94 mg). After stirring at room temperature for 1 h, a solution of N-[2-[[(2,3-Difluorophenyl)methyl]thio]-6-methoxypyrimidin-4-yl]piperazine-1-sulfonamide, hydrochloride salt (the product of step i, 0.27 g) and N-methylmorpholine (78 μL) in DMF (5 mL) was added dropwise and stirring continued at room temperature for 24 h. The mixture was filt... Starting materials: Cl (HCl), BrC=1C=C(C=C(C1)Br)O (3-,5-dibromophenol), C1(=CC=CC=C1)B(O)O (phenylboronic acid), C([O-])([O-])=O.[K+].[K+] (potassium carbonate). The reagents and catalysts are C=1C=CC(=CC1)[P](C=2C=CC=CC2)(C=3C=CC=CC3)[Pd]([P](C=4C=CC=CC4)(C=5C=CC=CC5)C=6C=CC=CC6)([P](C=7C=CC=CC7)(C=8C=CC=CC8)C=9C=CC=CC9)[P](C=1C=CC=CC1)(C=1C=CC=CC1)C=1C=CC=CC1 (tetrakis(triphenylphosphine)palladium(0)). Run in O (water), C1(=CC=CC=C1)C (Toluene). Reaction conditions: temperature 90 celsius. Product: BrC=1C=C(C=C(C1)C1=CC=CC=C1)O (5-bromo-biphenyl-3-ol). Reaction SMILES: Br[C:2]1[CH:3]=[C:4]([OH:9])[CH:5]=[C:6]([Br:8])[CH:7]=1.[C:10]1(B(O)O)[CH:15]=[CH:14][CH:13]=[CH:12][CH:11]=1.C(=O)([O-])[O-].[K+].[K+].Cl>C1C=CC([P]([Pd]([P](C2C=CC=CC=2)(C2C=CC=CC=2)C2C=CC=CC=2)([P](C2C=CC=CC=2)(C2C=CC=CC=2)C2C=CC=CC=2)[P](C2C=CC=CC=2)(C2C=CC=CC=2)C2C=CC=CC=2)(C2C=CC=CC=2)C2C=CC=CC=2)=CC=1.O.C1(C)C=CC=CC=1>[Br:8][C:6]1[CH:5]=[C:4]([OH:9])[CH:3]=[C:2]([C:10]2[CH:15]=[CH:14][CH:13]=[CH:12][CH:11]=2)[CH:7]=1 |f:2.3.4,^1:29,31,50,69|. Procedure: Toluene (400 mL) and water (20 mL) were added to a mixture of 3-,5-dibromophenol (5.088 g, 19.85 mmol), phenylboronic acid (2.42 g, 19.85 mmol) and potassium carbonate (5.48 g, 39.7 mmol) in a round bottom flask. This was followed by addition of 1.149 g of tetrakis(triphenylphosphine)palladium(0) under a atmosphere of nitrogen. This mixture was stirred at heated overnight at 90° C. At this time, HCl (2 N aq) was added to the reaction mixture until pH=˜2 and the subsequent two phases were separat... Yields the product CN(CC=C)CC=C.Cl (Methyldiallylamine·HCl). Reported procedure: A four-necked reaction flask was fitted with a glass stirring shaft connected to an overhead stirrer, a pH probe, a thermocouple, an additional funnel and a condenser. A Thermowatch® (manufactured by I-2-R, Instruments for Research and Industry Inc., Cheltenham, Pa.) was used to maintain the temperature throughout the reaction. The reaction flask was charged with 223 g of methyldiallylamine (MDAA, 98%, 2.0 moles). While cooling the reaction kettle with an ice bath, 189 g of 37% hydrochloric acid... Reaction conditions: temperature 80 celsius. Reaction SMILES: [CH3:1][N:2]([CH2:6][CH:7]=[CH2:8])[CH2:3][CH:4]=[CH2:5].[ClH:9]>>[CH3:1][N:2]([CH2:6][CH:7]=[CH2:8])[CH2:3][CH:4]=[CH2:5].[ClH:9] |f:2.3|. Reactants: CN(CC=C)CC=C (methyldiallylamine), Cl (hydrochloric acid), Cl (hydrochloric acid). The product is Cc1cc(C2(O)CCOCC2)sc1Br. As a reaction SMILES: [Br:1][c:2]1[s:3][cH:4][cH:5][c:6]1[CH3:7].[CH2:23]1[O:24][CH2:25][CH2:26][CH2:27]1.[CH3:9][CH:10]([N-:11][CH:12]([CH3:13])[CH3:14])[CH3:15].[Li+:8].[O:16]1[CH2:17][CH2:18][C:19](=[O:22])[CH2:20][CH2:21]1>>[Br:1][c:2]1[s:3][c:4]([C:19]2([OH:22])[CH2:18][CH2:17][O:16][CH2:21][CH2:20]2)[cH:5][c:6]1[CH3:7]. The reactants are Cc1ccsc1Br, C1CCOC1, CC(C)[N-]C(C)C, [Li+], O=C1CCOCC1. Reactants: O=C1C2=C(N(C(=C1)C(=O)O)CC)C=CC(C(=C2)OCC)=O (4,7-Dihydro-4,7-dioxo-6-ethoxy-1-ethyl-1H-cyclohepta[b]pyridine-2-carboxylic Acid). Solvent: Cl (hydrochloric acid). Product: O=C1C2=C(NC(=C1)C(=O)O)C=CC(C(=C2)OCC)=O (4,7-Dihydro-4,7-dioxo-6-ethoxy-1H-cyclohepta[b]pyridine-2-carboxylic Acid). As a reaction SMILES: [O:1]=[C:2]1[CH:7]=[C:6]([C:8]([OH:10])=[O:9])[N:5](CC)[C:4]2[CH:13]=[CH:14][C:15](=[O:21])[C:16]([O:18][CH2:19][CH3:20])=[CH:17][C:3]1=2>Cl>[O:1]=[C:2]1[CH:7]=[C:6]([C:8]([OH:10])=[O:9])[NH:5][C:4]2[CH:13]=[CH:14][C:15](=[O:21])[C:16]([O:18][CH2:19][CH3:20])=[CH:17][C:3]1=2. Procedure: A mixture of 4,7-dihydro-4,7-dioxo-6-ethoxy-1-ethyl-1H-cyclohepta[b]pyridine-2-carboxylic acid (5.3 g, described in Example 13) and 19% hydrochloric acid (50 ml) is refluxed for 1 hr and cooled to room temperature. The precipitate is collected and washed with water to give the title compound, mp > 280° C. The reactants are FC(CCCCCC/C=C/[C@@H]([C@](C(=O)OC(C)(C)C)(CCOC)O)C(=O)N1C(SC([C@@H]1C(C)C)(C1=CC=CC=C1)C1=CC=CC=C1)=O)(CCCCCCC)F (tert-Butyl (E)-(2S,3S)-12,12-difluoro-2-hydroxy-3-((S)-4-isopropyl-2-oxo-5,5-diphenyl-thiazolidine-3-carbonyl)-2-(2-methoxy-ethyl)-nonadec-4-enoate), N[C@H](C(=O)OC)CC1=CC=C(C=C1)OCCCC (methyl (S)-2-amino-3-(4-butoxy-phenyl)-propionate). Run in ClCCl (dichloromethane). Run at temperature 50 celsius, time 2.5 day. The product is C(CCC)OC1=CC=C(C=C1)C[C@@H](C(=O)OC)NC(=O)[C@H]([C@](C(=O)OC(C)(C)C)(CCOC)O)\C=C\CCCCCCC(CCCCCCC)(F)F (tert-butyl (E)-(2S,3S)-3-[(S)-2-(4-butoxy-phenyl)-1-methoxycarbonyl-ethylcarbamoyl]-12,12-difluoro-2-hydroxy-2-(2-methoxy-ethyl)-nonadec-4-enoate). The yield is 87.0%. As a reaction SMILES: [F:1][C:2]([F:55])([CH2:48][CH2:49][CH2:50][CH2:51][CH2:52][CH2:53][CH3:54])[CH2:3][CH2:4][CH2:5][CH2:6][CH2:7][CH2:8]/[CH:9]=[CH:10]/[C@H:11]([C:25](N1[C@@H](C(C)C)C(C2C=CC=CC=2)(C2C=CC=CC=2)SC1=O)=[O:26])[C@@:12]([OH:24])([CH2:20][CH2:21][O:22][CH3:23])[C:13]([O:15][C:16]([CH3:19])([CH3:18])[CH3:17])=[O:14].[NH2:56][C@@H:57]([CH2:62][C:63]1[CH:68]=[CH:67][C:66]([O:69][CH2:70][CH2:71][CH2:72][CH3:73])=[CH:65][CH:64]=1)[C:58]([O:60][CH3:61])=[O:59]>ClCCl>[CH2:70]([O:69][C:66]1[CH:65]=[CH:64][C:63]([CH2:62][C@H:57]([NH:56][C:25]([C@@H:11](/[CH:10]=[CH:9]/[CH2:8][CH2:7][CH2:6][CH2:5][CH2:4][CH2:3][C:2]([F:1])([F:55])[CH2:48][CH2:49][CH2:50][CH2:51][CH2:52][CH2:53][CH3:54])[C@@:12]([OH:24])([CH2:20][CH2:21][O:22][CH3:23])[C:13]([O:15][C:16]([CH3:19])([CH3:18])[CH3:17])=[O:14])=[O:26])[C:58]([O:60][CH3:61])=[O:59])=[CH:68][CH:67]=1)[CH2:71][CH2:72][CH3:73]. Procedure: tert-Butyl (E)-(2S,3S)-12,12-difluoro-2-hydroxy-3-((S)-4-isopropyl-2-oxo-5,5-diphenyl-thiazolidine-3-carbonyl)-2-(2-methoxy-ethyl)-nonadec-4-enoate (No. 5552816; 17.0 mg, 0.0216 mmol) and methyl (S)-2-amino-3-(4-butoxy-phenyl)-propionate (8.2 mg, 0.0324 mmol) were dissolved in dichloromethane and the solvent was distilled off. The resulting mixture was stirred at 50° C. for 2.5 days, cooled to room temperature, and subsequently the residue was purified by preparative TLC (33% ethyl acetate/n-hex... Starting materials: ClC1=C2CCCOC2=C(C=C1CC1=CC=C(C=C1)OCC)[C@@H]1O[C@@H]([C@H]([C@@H]([C@H]1OCC1=CC=CC=C1)OCC1=CC=CC=C1)OCC1=CC=CC=C1)COCC1=CC=CC=C1 (5-Chloro-6-(4-ethoxybenzyl)-8-((2S,3S,4R,5R,6R)-3,4,5-tris(benzyloxy)-6-(benzyloxymethyl)tetrahydro-2H-pyran-2-yl)chroman), C(C1=CC=CC=C1)C=1C(=C(C(=C(C1)[C@@H]1O[C@@H]([C@H]([C@@H]([C@H]1OCC1=CC=CC=C1)OCC1=CC=CC=C1)OCC1=CC=CC=C1)COCC1=CC=CC=C1)Br)OCCCCl)Cl ((2S,3S,4R,5R,6R)-2-(5-Benzyl-2-bromo-4-chloro-3-(3-chloropropoxy)phenyl)-3,4,5-tris(benzyloxy)-6-((benzyloxy)methyl)tetrahydro-2H-pyran). Yields the product C(C1=CC=CC=C1)C1=CC(=C2CCCOC2=C1Cl)[C@@H]1O[C@@H]([C@H]([C@@H]([C@H]1OCC1=CC=CC=C1)OCC1=CC=CC=C1)OCC1=CC=CC=C1)COCC1=CC=CC=C1 (7-Benzyl-8-chloro-5-((2S,3S,4R,5R,6R)-3,4,5-tris(benzyloxy)-6-((benzyloxy)methyl)tetrahydro-2H-pyran-2-yl)chroman). As a reaction SMILES: ClC1C(CC2C=CC(OCC)=CC=2)=CC([C@H]2[C@H](OCC3C=CC=CC=3)[C@@H](OCC3C=CC=CC=3)[C@H](OCC3C=CC=CC=3)[C@@H](COCC3C=CC=CC=3)O2)=C2C=1CCCO2.[CH2:61]([C:68]1[C:69]([Cl:119])=[C:70]([O:114][CH2:115][CH2:116][CH2:117]Cl)[C:71](Br)=[C:72]([C@H:74]2[C@H:79]([O:80][CH2:81][C:82]3[CH:87]=[CH:86][CH:85]=[CH:84][CH:83]=3)[C@@H:78]([O:88][CH2:89][C:90]3[CH:95]=[CH:94][CH:93]=[CH:92][CH:91]=3)[C@H:77]([O:96][CH2:97][C:98]3[CH:103]=[CH:102][CH:101]=[CH:100][CH:99]=3)[C@@H:76]([CH2:104][O:105][CH2:106][C:107]3[CH:112]=[CH:111][CH:110]=[CH:109][CH:108]=3)[O:75]2)[CH:73]=1)[C:62]1[CH:67]=[CH:66][CH:65]=[CH:64][CH:63]=1>>[CH2:61]([C:68]1[C:69]([Cl:119])=[C:70]2[C:71]([CH2:117][CH2:116][CH2:115][O:114]2)=[C:72]([C@H:74]2[C@H:79]([O:80][CH2:81][C:82]3[CH:83]=[CH:84][CH:85]=[CH:86][CH:87]=3)[C@@H:78]([O:88][CH2:89][C:90]3[CH:95]=[CH:94][CH:93]=[CH:92][CH:91]=3)[C@H:77]([O:96][CH2:97][C:98]3[CH:99]=[CH:100][CH:101]=[CH:102][CH:103]=3)[C@@H:76]([CH2:104][O:105][CH2:106][C:107]3[CH:112]=[CH:111][CH:110]=[CH:109][CH:108]=3)[O:75]2)[CH:73]=1)[C:62]1[CH:63]=[CH:64][CH:65]=[CH:66][CH:67]=1. Reported procedure: Similar procedure with preparation of 30 proceeded except for using compound 173 to obtain the compound 174. Starting materials: CC(C)[O-], CC(C)[O-], CC(C)[O-], CC(C)[O-], [Cl-], [Cl-], [Cl-], [Cl-], [Ti+4], [Ti+4]. Product: CC(C)O[Ti](Cl)(OC(C)C)OC(C)C. Reaction SMILES: [CH3:10][CH:11]([O-:12])[CH3:13].[CH3:14][CH:15]([O-:16])[CH3:17].[CH3:18][CH:19]([CH3:20])[O-:21].[CH3:6][CH:7]([O-:8])[CH3:9].[Cl-:1].[Cl-:2].[Cl-:3].[Cl-:4].[Ti+4:22].[Ti+4:5]>>[Cl:1][Ti:5]([O:8][CH:7]([CH3:6])[CH3:9])([O:12][CH:11]([CH3:10])[CH3:13])[O:16][CH:15]([CH3:14])[CH3:17].